describe an organic reaction: reactants, conditions, products, and yield From a dataset of the Open Reaction Database (ORD), a public repository of structured organic reaction records. Starting materials: CO, [H][H], COc1ccc([N+](=O)[O-])cc1-c1ccc(CN)cc1. The product is COc1ccc(N)cc1-c1ccc(CN)cc1. RXN SMILES: [CH3:22][OH:23].[H:20][H:21].[NH2:1][CH2:2][c:3]1[cH:4][cH:5][c:6](-[c:9]2[c:10]([O:18][CH3:19])[cH:11][cH:12][c:13]([N+:15]([O-:16])=[O:17])[cH:14]2)[cH:7][cH:8]1>>[NH2:1][CH2:2][c:3]1[cH:4][cH:5][c:6](-[c:9]2[c:10]([O:18][CH3:19])[cH:11][cH:12][c:13]([NH2:15])[cH:14]2)[cH:7][cH:8]1. Starting materials: CC(=O)O[BH-](OC(C)=O)OC(C)=O, CC(O)C(NC(=O)OCc1ccccc1)C(=O)NCCC=O, CC(=O)O, COc1ccc(Cn2c(=O)ccn(C3OC(C(O)C(N)C(=O)OC(C)(C)C)C(O[Si](C)(C)C(C)(C)C)C3O[Si](C)(C)C(C)(C)C)c2=O)cc1, [Na+], C1CCOC1. Product: COc1ccc(Cn2c(=O)ccn(C3OC(C(O)C(NCCCNC(=O)C(NC(=O)OCc4ccccc4)C(C)O)C(=O)OC(C)(C)C)C(O[Si](C)(C)C(C)(C)C)C3O[Si](C)(C)C(C)(C)C)c2=O)cc1. RXN SMILES: [C:76]([O:77][BH-:78]([O:79][C:80](=[O:81])[CH3:82])[O:83][C:84](=[O:85])[CH3:86])(=[O:87])[CH3:88].[CH2:1]([c:2]1[cH:3][cH:4][cH:5][cH:6][cH:7]1)[O:8][C:9]([NH:10][CH:11]([CH:12]([CH3:13])[OH:14])[C:15]([NH:16][CH2:17][CH2:18][CH:19]=[O:20])=[O:21])=[O:22].[CH3:72][C:73](=[O:74])[OH:75].[NH2:23][CH:24]([C:25](=[O:26])[O:27][C:28]([CH3:29])([CH3:30])[CH3:31])[CH:32]([OH:33])[CH:34]1[O:35][CH:36]([n:55]2[c:56](=[O:71])[n:57]([CH2:62][c:63]3[cH:64][cH:65][c:66]([O:69][CH3:70])[cH:67][cH:68]3)[c:58](=[O:61])[cH:59][cH:60]2)[CH:37]([O:47][Si:48]([CH3:49])([CH3:50])[C:51]([CH3:52])([CH3:53])[CH3:54])[CH:38]1[O:39][Si:40]([CH3:41])([CH3:42])[C:43]([CH3:44])([CH3:45])[CH3:46].[Na+:89].[O:90]1[CH2:91][CH2:92][CH2:93][CH2:94]1>>[CH2:1]([c:2]1[cH:3][cH:4][cH:5][cH:6][cH:7]1)[O:8][C:9]([NH:10][CH:11]([CH:12]([CH3:13])[OH:14])[C:15]([NH:16][CH2:17][CH2:18][CH2:19][NH:23][CH:24]([C:25](=[O:26])[O:27][C:28]([CH3:29])([CH3:30])[CH3:31])[CH:32]([OH:33])[CH:34]1[O:35][CH:36]([n:55]2[c:56](=[O:71])[n:57]([CH2:62][c:63]3[cH:64][cH:65][c:66]([O:69][CH3:70])[cH:67][cH:68]3)[c:58](=[O:61])[cH:59][cH:60]2)[CH:37]([O:47][Si:48]([CH3:49])([CH3:50])[C:51]([CH3:52])([CH3:53])[CH3:54])[CH:38]1[O:39][Si:40]([CH3:41])([CH3:42])[C:43]([CH3:44])([CH3:45])[CH3:46])=[O:21])=[O:22].